This data is from the Open Reaction Database (ORD), a public repository of structured organic reaction records. The task is: describe an organic reaction: reactants, conditions, products, and yield Starting materials: ClC=1N(N=C2C=CC=CC12)C1=CC=C(C=C1)OC[C@@H]1NCCC1 (3-chloro-2-[4-((R)-1-pyrrolidin-2-ylmethoxy)-phenyl]-2H-indazole), BrCC(=O)OC(C)(C)C (t-butyl bromoacetate). The product is C(C)(C)(C)OC(CN1[C@H](CCC1)COC1=CC=C(C=C1)N1N=C2C=CC=CC2=C1Cl)=O ({(R)-2-[4-(3-Chloro-indazol-2-yl)-phenoxymethyl]-pyrrolidin-1-yl}-acetic acid t-butyl ester). The yield is 82.3%. As a reaction SMILES: [Cl:1][C:2]1[N:3]([C:11]2[CH:16]=[CH:15][C:14]([O:17][CH2:18][C@H:19]3[CH2:23][CH2:22][CH2:21][NH:20]3)=[CH:13][CH:12]=2)[N:4]=[C:5]2[C:10]=1[CH:9]=[CH:8][CH:7]=[CH:6]2.Br[CH2:25][C:26]([O:28][C:29]([CH3:32])([CH3:31])[CH3:30])=[O:27]>>[C:29]([O:28][C:26](=[O:27])[CH2:25][N:20]1[CH2:21][CH2:22][CH2:23][C@@H:19]1[CH2:18][O:17][C:14]1[CH:13]=[CH:12][C:11]([N:3]2[C:2]([Cl:1])=[C:10]3[C:5]([CH:6]=[CH:7][CH:8]=[CH:9]3)=[N:4]2)=[CH:16][CH:15]=1)([CH3:32])([CH3:31])[CH3:30]. Procedure: The title compound was prepared from 3-chloro-2-[4-((R)-1-pyrrolidin-2-ylmethoxy)-phenyl]-2H-indazole (0.4 g, 1.1 mmol) and t-butyl bromoacetate (0.27 g, 1.4 mmol) using the procedure of step 7 of the Example 5 to provide the title compound (0.4 g, 80%). The reactants are COC=1C(C=CC(C1)=O)=O (Methoxy-p-benzoquinone), CC(=C)C(=C)C (2,3-dimethyl-1,3-butadiene), Na2Cr2O7.2H2O, OS(=O)(=O)O (H2SO4), [Cr](=O)(=O)(O)O (chromic acid). Solvent: C(C)(=O)O (acetic acid), O (water). Run at temperature 45 celsius, time 1 hour. The product is COC=1C(C2=CC(=C(C=C2C(C1)=O)C)C)=O (2-methoxy-6,7-dimethyl-1,4-naphthoquinone). Yield: 71.0%. RXN SMILES: [CH3:1][O:2][C:3]1[C:4](=[O:10])[CH:5]=[CH:6][C:7](=[O:9])[CH:8]=1.[CH3:11][C:12]([C:14]([CH3:16])=[CH2:15])=[CH2:13].[Cr](O)(O)(=O)=O.OS(O)(=O)=O>O.C(O)(=O)C>[CH3:1][O:2][C:3]1[C:4](=[O:10])[C:5]2[C:6]([C:7](=[O:9])[CH:8]=1)=[CH:15][C:14]([CH3:16])=[C:12]([CH3:13])[CH:11]=2. Procedure: Methoxy-p-benzoquinone (0.50 g) and 2,3-dimethyl-1,3-butadiene (0.63 ml) were added to 23.0 mL of glacial acetic acid. The mixture was heated at 45° C. for 18.5 hrs. A chromic acid solution consisting of 1.85 g of Na2Cr2O7.2H2O, 1.16 mL water, and 0.09 mL of concentrated H2SO4 was then added, and the temperature was kept at approximately 67° C. for 1 hour. The product was precipitated by the addition of ice water, washed several times with cold water, and then dried over P2O5. A 71% yield (0.557...